This data is from the Open Reaction Database (ORD), a public repository of structured organic reaction records. The task is: describe an organic reaction: reactants, conditions, products, and yield Starting materials: ClC(C1=CC=CC=C1)C=1N=NC=CC1 ((±) 3-α-chlorobenzylpyridazine), [H][H] (hydrogen), [O-2].[Mg+2] (magnesium oxide). The reagents and catalysts are [Pd] (palladium on charcoal). Solvent: C(C)O (ethanol). Product: C(C1=CC=CC=C1)C=1N=NC=CC1 (3-benzylpyridazine). Yield: 93.8%. RXN SMILES: Cl[CH:2]([C:9]1[N:10]=[N:11][CH:12]=[CH:13][CH:14]=1)[C:3]1[CH:8]=[CH:7][CH:6]=[CH:5][CH:4]=1.[H][H].[O-2].[Mg+2]>C(O)C.[Pd]>[CH2:2]([C:9]1[N:10]=[N:11][CH:12]=[CH:13][CH:14]=1)[C:3]1[CH:4]=[CH:5][CH:6]=[CH:7][CH:8]=1 |f:2.3|. Procedure details: A solution of (±) 3-α-chlorobenzylpyridazine (2.05 g.) in ethanol (50 ml.) was treated with hydrogen, in the presence of magnesium oxide (0.4 g.) and palladium on charcoal (5% Pd; 0.2 g.), for 1 hour at ambient temperature and normal atmospheric pressure. The solution was then filtered and the filtrate was evaporated to dryness. The residue was dissolved in hot chloroform (100 ml.), cooled, washed with water (50 ml.), dried over magnesium sulphate and evaporated to give 3-benzylpyridazine (1.6 g... Starting materials: FC=1C=C(C=CC1O)CCC(=O)C=1SC(=CC1)C1=CC=C(C=C1)C(F)(F)F (3-(3-fluoro-4-hydroxyphenyl)-1-(5-(4-(trifluoromethyl)phenyl)thien-2-yl)propan-1-one), BrC(C(=O)OC(C)(C)C)CC (tert-butyl 2-bromobutanoate). Product: FC1=C(OC(C(=O)OC(C)(C)C)CC)C=CC(=C1)CCC(C=1SC(=CC1)C1=CC=C(C=C1)C(F)(F)F)=O (Tert-butyl 2-(2-fluoro-4-(3-oxo-3-(5-(4-(trifluoromethyl)phenyl)thien-2-yl)propyl)phenoxy)-butanoate). Reaction SMILES: [F:1][C:2]1[CH:3]=[C:4]([CH2:9][CH2:10][C:11]([C:13]2[S:14][C:15]([C:18]3[CH:23]=[CH:22][C:21]([C:24]([F:27])([F:26])[F:25])=[CH:20][CH:19]=3)=[CH:16][CH:17]=2)=[O:12])[CH:5]=[CH:6][C:7]=1[OH:8].Br[CH:29]([CH2:37][CH3:38])[C:30]([O:32][C:33]([CH3:36])([CH3:35])[CH3:34])=[O:31]>>[F:1][C:2]1[CH:3]=[C:4]([CH2:9][CH2:10][C:11](=[O:12])[C:13]2[S:14][C:15]([C:18]3[CH:23]=[CH:22][C:21]([C:24]([F:27])([F:25])[F:26])=[CH:20][CH:19]=3)=[CH:16][CH:17]=2)[CH:5]=[CH:6][C:7]=1[O:8][CH:29]([CH2:37][CH3:38])[C:30]([O:32][C:33]([CH3:36])([CH3:35])[CH3:34])=[O:31]. Procedure: Tert-butyl 2-(2-fluoro-4-(3-oxo-3-(5-(4-(trifluoromethyl)phenyl)thien-2-yl)propyl)phenoxy)-butanoate is prepared from 3-(3-fluoro-4-hydroxyphenyl)-1-(5-(4-(trifluoromethyl)phenyl)thien-2-yl)propan-1-one and tert-butyl 2-bromobutanoate according to general procedure D. Reactants: CCOC(=O)CCn1ncc2cc(-c3noc(-c4ccc(OC(C)C)c(C#N)c4)n3)ccc21, CCO, [Na+], [OH-]. Yields the product CC(C)Oc1ccc(-c2nc(-c3ccc4c(cnn4CCC(=O)[O-])c3)no2)cc1C#N, [Na+]. Reaction SMILES: [C:1](#[N:2])[c:3]1[cH:4][c:5](-[c:13]2[n:14][c:15](-[c:18]3[cH:19][c:20]4[cH:21][n:22][n:23]([CH2:27][CH2:28][C:29](=[O:30])[O:31][CH2:32][CH3:33])[c:24]4[cH:25][cH:26]3)[n:16][o:17]2)[cH:6][cH:7][c:8]1[O:9][CH:10]([CH3:11])[CH3:12].[CH3:36][CH2:37][OH:38].[Na+:35].[OH-:34]>>[C:1](#[N:2])[c:3]1[cH:4][c:5](-[c:13]2[n:14][c:15](-[c:18]3[cH:19][c:20]4[cH:21][n:22][n:23]([CH2:27][CH2:28][C:29](=[O:30])[O-:31])[c:24]4[cH:25][cH:26]3)[n:16][o:17]2)[cH:6][cH:7][c:8]1[O:9][CH:10]([CH3:11])[CH3:12].[Na+:35]. Reactants: N1(C=NC=C1)C1=NS(C2=C(N1)C=CC(=C2)C(=O)O)(=O)=O (3-(Imidazol-1-yl)-4H-1,2,4-benzothiadiazine-7-carboxylic acid 1,1-dioxide), C(CC)N (propylamine). Product: C(CC)NC1=NS(C2=C(N1)C=CC(=C2)C(=O)O)(=O)=O (3-Propylamino-4H-1,2,4-benzothiadiazine-7-carboxylic acid 1,1-dioxide). As a reaction SMILES: [N:1]1([C:6]2[NH:11][C:10]3[CH:12]=[CH:13][C:14]([C:16]([OH:18])=[O:17])=[CH:15][C:9]=3[S:8](=[O:20])(=[O:19])[N:7]=2)[CH:5]=[CH:4]N=C1.[CH2:21](N)CC>>[CH2:5]([NH:1][C:6]1[NH:11][C:10]2[CH:12]=[CH:13][C:14]([C:16]([OH:18])=[O:17])=[CH:15][C:9]=2[S:8](=[O:20])(=[O:19])[N:7]=1)[CH2:4][CH3:21]. Reported procedure: 3-(Imidazol-1-yl)-4H-1,2,4-benzothiadiazine-7-carboxylic acid 1,1-dioxide was treated with propylamine according to the general procedure Method A to give the title compound; m.p. >310° C.